From a dataset of the Open Reaction Database (ORD), a public repository of structured organic reaction records. describe an organic reaction: reactants, conditions, products, and yield As a reaction SMILES: [Br:1][C:2]1[C:3]([Cl:11])=[N:4][CH:5]=[C:6]([CH:10]=1)[C:7]([OH:9])=O.[F:12][C:13]1[CH:14]=[C:15]([CH:17]=[CH:18][C:19]=1[S:20][C:21]([F:24])([F:23])[F:22])[NH2:16]>>[Br:1][C:2]1[C:3]([Cl:11])=[N:4][CH:5]=[C:6]([CH:10]=1)[C:7]([NH:16][C:15]1[CH:17]=[CH:18][C:19]([S:20][C:21]([F:24])([F:22])[F:23])=[C:13]([F:12])[CH:14]=1)=[O:9]. Procedure: The title compound was prepared in an analogous fashion to that described in Stage 185.2 using 5-bromo-6-chloro-nicotinic acid and 3-fluoro-4-trifluoromethylsulfanyl-aniline to afford a white crystalline solid. HPLC (Condition 4) tR=6.71 min, UPLC-MS (Condition 3) tR=1.34 min, m/z=429 [M−H]−. Reactants: BrC=1C(=NC=C(C(=O)O)C1)Cl (5-bromo-6-chloro-nicotinic acid), FC=1C=C(N)C=CC1SC(F)(F)F (3-fluoro-4-trifluoromethylsulfanyl-aniline). Yields the product BrC=1C(=NC=C(C(=O)NC2=CC(=C(C=C2)SC(F)(F)F)F)C1)Cl (5-Bromo-6-chloro-N-(3-fluoro-4-((trifluoromethyl)thio)phenyl)nicotinamide). The reactants are CS(=O)(=O)Cl, O=C(NCc1cn(-c2ccccc2)c2cc(Cl)ccc2c1=O)NC1CCNCC1. The product is CS(=O)(=O)N1CCC(NC(=O)NCc2cn(-c3ccccc3)c3cc(Cl)ccc3c2=O)CC1. Reaction SMILES: [CH3:30][S:31]([Cl:32])(=[O:33])=[O:34].[Cl:1][c:2]1[cH:3][cH:4][c:5]2[c:6](=[O:29])[c:7]([CH2:18][NH:19][C:20](=[O:21])[NH:22][CH:23]3[CH2:24][CH2:25][NH:26][CH2:27][CH2:28]3)[cH:8][n:9](-[c:12]3[cH:13][cH:14][cH:15][cH:16][cH:17]3)[c:10]2[cH:11]1>>[Cl:1][c:2]1[cH:3][cH:4][c:5]2[c:6](=[O:29])[c:7]([CH2:18][NH:19][C:20](=[O:21])[NH:22][CH:23]3[CH2:24][CH2:25][N:26]([S:31]([CH3:30])(=[O:33])=[O:34])[CH2:27][CH2:28]3)[cH:8][n:9](-[c:12]3[cH:13][cH:14][cH:15][cH:16][cH:17]3)[c:10]2[cH:11]1.